From a dataset of the Open Reaction Database (ORD), a public repository of structured organic reaction records. describe an organic reaction: reactants, conditions, products, and yield Starting materials: COC(C)(C)C, CO, CCCCCC, CC(CCCC#N)C1CCCC1, O=S(=O)(O)O. The product is CC(CCCC=O)C1CCCC1. RXN SMILES: [C:26]([O:27][CH3:28])([CH3:29])([CH3:30])[CH3:31].[CH3:19][OH:20].[CH3:1][CH2:2][CH2:3][CH2:4][CH2:5][CH3:6].[CH:7]1([CH:12]([CH2:13][CH2:14][CH2:15][C:16]#[N:17])[CH3:18])[CH2:8][CH2:9][CH2:10][CH2:11]1.[S:21]([OH:22])(=[O:23])(=[O:24])[OH:25]>>[CH:7]1([CH:12]([CH2:13][CH2:14][CH2:15][CH:16]=[O:22])[CH3:18])[CH2:8][CH2:9][CH2:10][CH2:11]1. The reactants are C(C)(C)(C)OC(NC1CCC(CC1)NC=1C=2N(C=CN1)C(=CN2)C2=NC(=NC=C2)S(=O)C)=O ({4-[3-(2-methanesulfinyl-pyrimidin-4-yl)-imidazo[1,2-a]pyrazin-8-ylamino]-cyclohexyl}-carbamic acid tert-butyl ester), C(C)(C)(C)OC(NCCC(C1=CC=CC=C1)N)=O ((3-amino-3-phenyl-propyl)-carbamic acid tert-butyl ester). Reaction conditions: temperature 140 celsius, time 2 hour. The product is C(C)(C)(C)OC(NC1CCC(CC1)NC=1C=2N(C=CN1)C(=CN2)C2=NC(=NC=C2)NC(CCNC(=O)OC(C)(C)C)C2=CC=CC=C2)=O ((4-{3-[2-(3-tert-butoxycarbonylamino-1-phenyl-propylamino)-pyrimidin-4-yl]-imidazo[1,2-a]pyrazin-8-ylamino}-cyclohexyl)-carbamic acid tert-butyl ester). RXN SMILES: [C:1]([O:5][C:6](=[O:33])[NH:7][CH:8]1[CH2:13][CH2:12][CH:11]([NH:14][C:15]2[C:16]3[N:17]([C:21]([C:24]4[CH:29]=[CH:28][N:27]=[C:26](S(C)=O)[N:25]=4)=[CH:22][N:23]=3)[CH:18]=[CH:19][N:20]=2)[CH2:10][CH2:9]1)([CH3:4])([CH3:3])[CH3:2].[C:34]([O:38][C:39](=[O:51])[NH:40][CH2:41][CH2:42][CH:43]([NH2:50])[C:44]1[CH:49]=[CH:48][CH:47]=[CH:46][CH:45]=1)([CH3:37])([CH3:36])[CH3:35]>>[C:1]([O:5][C:6](=[O:33])[NH:7][CH:8]1[CH2:13][CH2:12][CH:11]([NH:14][C:15]2[C:16]3[N:17]([C:21]([C:24]4[CH:29]=[CH:28][N:27]=[C:26]([NH:50][CH:43]([C:44]5[CH:45]=[CH:46][CH:47]=[CH:48][CH:49]=5)[CH2:42][CH2:41][NH:40][C:39]([O:38][C:34]([CH3:37])([CH3:36])[CH3:35])=[O:51])[N:25]=4)=[CH:22][N:23]=3)[CH:18]=[CH:19][N:20]=2)[CH2:10][CH2:9]1)([CH3:4])([CH3:3])[CH3:2]. Procedure: The mixture of {4-[3-(2-methanesulfinyl-pyrimidin-4-yl)-imidazo[1,2-a]pyrazin-8-ylamino]-cyclohexyl}-carbamic acid tert-butyl ester (from Example 48 supra) (170 mg, 0.36 mmol) and compound (3-amino-3-phenyl-propyl)-carbamic acid tert-butyl ester (from Example 53 supra) (361 mg, 1.44 mmol) was heated at 140° C. with stirring for 2 hours. The oil was purified by chromatography (silica gel, 10 g, 200-300 mesh, eluting with dichloromethane:methanol, 50:1 to 30:1) to afford crude (4-{3-[2-(3-tert-but...